describe an organic reaction: reactants, conditions, products, and yield From a dataset of the Open Reaction Database (ORD), a public repository of structured organic reaction records. The product is COc1cccc(CC(=O)N2CC3CC(CC#N)CC(O)(c4ccccc4OC)C3C2)c1. Reactants: COc1ccccc1C1(O)CC(CC#N)CC2CNCC21, COc1cccc(CC(=O)O)c1, CCN=C=NCCCN(C)C, CCN(C(C)C)C(C)C, ClCCl, Cl, Cl, O, Oc1cccc2[nH]nnc12. RXN SMILES: [C:2](#[N:3])[CH2:4][CH:5]1[CH2:6][C:7]([OH:14])([c:15]2[c:16]([O:21][CH3:22])[cH:17][cH:18][cH:19][cH:20]2)[CH:8]2[CH2:9][NH:10][CH2:11][CH:12]2[CH2:13]1.[CH3:23][O:24][c:25]1[cH:26][c:27]([CH2:31][C:32](=[O:33])[OH:34])[cH:28][cH:29][cH:30]1.[CH3:56][N:57]([CH3:58])[CH2:59][CH2:60][CH2:61][N:62]=[C:63]=[N:64][CH2:65][CH3:66].[CH:35]([N:36]([CH:37]([CH3:38])[CH3:39])[CH2:40][CH3:41])([CH3:42])[CH3:43].[Cl:67][CH2:68][Cl:69].[ClH:1].[ClH:55].[OH2:44].[OH:45][c:46]1[c:47]2[n:48][n:49][nH:50][c:51]2[cH:52][cH:53][cH:54]1>>[C:2](#[N:3])[CH2:4][CH:5]1[CH2:6][C:7]([OH:14])([c:15]2[c:16]([O:21][CH3:22])[cH:17][cH:18][cH:19][cH:20]2)[CH:8]2[CH2:9][N:10]([C:32]([CH2:31][c:27]3[cH:26][c:25]([O:24][CH3:23])[cH:30][cH:29][cH:28]3)=[O:33])[CH2:11][CH:12]2[CH2:13]1.